describe an organic reaction: reactants, conditions, products, and yield From a dataset of the Open Reaction Database (ORD), a public repository of structured organic reaction records. Reactants: N(=O)[O-].[Na+] (sodium nitrite), O=C1CS(CC1)(=O)=O (3-oxotetrahydrothiophene dioxide). The solvent is O (water), O (water), Cl (hydrochloric acid). Reaction conditions: time 1 hour. Product: ON=C1S(CCC1=O)(=O)=O (2-hydroxyimino-3-oxotetrahydrothiophene dioxide). The yield is 60.8%. Reaction SMILES: [N:1]([O-:3])=O.[Na+].[O:5]=[C:6]1[CH2:10][CH2:9][S:8](=[O:12])(=[O:11])[CH2:7]1>O.Cl>[OH:3][N:1]=[C:7]1[C:6](=[O:5])[CH2:10][CH2:9][S:8]1(=[O:12])=[O:11] |f:0.1|. Procedure details: A solution of 8.4 g (120 mmol) of sodium nitrite in 25 ml of water is added dropwise at 0° C. to a suspension of 15.5 g (116 mmol) of 3-oxotetrahydrothiophene dioxide (M. A. Smith et al., J. Chem. Soc. (c) 1967, 2171) in 70 ml of water and 10 ml of conc. hydrochloric acid. After 1 hour at 0° C., the product is filtered off with suction, washed with water and dried in vacuo. 11.5 g (61%) of 2-hydroxyimino-3-oxotetrahydrothiophene dioxide, m.p. 148° C., are obtained. Reactants: FC(C(=O)O)(F)F (Trifluoroacetic acid), [O-]C#N.[Na+] (sodium cyanate), NN (hydrazine), C(CCC)OC=1C=C(C=CC1)N(N)CC(=O)OC (Methyl [1-(3-butyloxyphenyl)hydrazino]acetate). Solvent: C1(=CC=CC=C1)C (toluene). Reaction conditions: time 2 hour. Product: C(CCC)OC=1C=C(C=CC1)N1NC(NC(C1)=O)=O (Dihydro-1-[3-butyloxyphenyl]-1,2,4-triazine-3,5-(2H,4H)-dione). As a reaction SMILES: FC(F)(F)C(O)=O.[O-:8][C:9]#[N:10].[Na+].NN.[CH2:14]([O:18][C:19]1[CH:20]=[C:21]([N:25]([CH2:27][C:28]([O:30]C)=O)[NH2:26])[CH:22]=[CH:23][CH:24]=1)[CH2:15][CH2:16][CH3:17]>C1(C)C=CC=CC=1>[CH2:14]([O:18][C:19]1[CH:20]=[C:21]([N:25]2[CH2:27][C:28](=[O:30])[NH:10][C:9](=[O:8])[NH:26]2)[CH:22]=[CH:23][CH:24]=1)[CH2:15][CH2:16][CH3:17] |f:1.2|. Procedure details: Trifluoroacetic acid (1.2 ml, 15.5 mmol) was added to a suspension of sodium cyanate (1.17 g, 18.0 mmol) and hydrazine (Intermediate 47 1.30 g, 5.15 mmol) in toluene (17 ml) at room temperature and stirred for 2 h. The reaction was quenched with sodium bicarbonate solution, extracted with ethyl acetate and washed with sodium bicarbonate, water and brine, dried (Na2SO4) and concentrated to afford the urea intermediate as a brown oil. A portion of this crude urea (0.65 g, 2.2 mmol) was taken up in... The reactants are [OH-].[Na+] (sodium hydroxide), O1CCCC1 (tetrahydrofuran), COC(=O)[C@@]12CCCC[C@H]2CN(C1)C(=O)OCC1=CC=CC=C1 ([(1R*,6R*)-8-benzyloxycarbonyl-8-azabicyclo[4.3.0]nonan-1-yl]carboxylic acid methyl ester). The solvent is CO (methanol). Conditions: time 3 day. Product: C(C1=CC=CC=C1)OC(=O)N1C[C@@H]2CCCC[C@@]2(C1)C(=O)O ([(1R*,6R*)-8-Benzyloxycarbonyl-8-azabicyclo[4.3.0]nonan-1-yl]carboxylic acid). Yield: 93.6%. RXN SMILES: [OH-].[Na+].O1CCCC1.C[O:9][C:10]([C@@:12]12[CH2:20][N:19]([C:21]([O:23][CH2:24][C:25]3[CH:30]=[CH:29][CH:28]=[CH:27][CH:26]=3)=[O:22])[CH2:18][C@@H:17]1[CH2:16][CH2:15][CH2:14][CH2:13]2)=[O:11]>CO>[CH2:24]([O:23][C:21]([N:19]1[CH2:20][C@:12]2([C:10]([OH:11])=[O:9])[C@@H:17]([CH2:16][CH2:15][CH2:14][CH2:13]2)[CH2:18]1)=[O:22])[C:25]1[CH:30]=[CH:29][CH:28]=[CH:27][CH:26]=1 |f:0.1|. Procedure details: A 1 mol/L sodium hydroxide solution (70.8 mL) and tetrahydrofuran (78.8 mL) were added to a solution of [(1R*,6R*)-8-benzyloxycarbonyl-8-azabicyclo[4.3.0]nonan-1-yl]carboxylic acid methyl ester (7.50 g, 23.6 mmol) in methanol (78.8 mL) in a nitrogen atmosphere, and the mixture was stirred at room temperature for three days. The reaction solution was concentrated under reduced pressure and then washed with diethyl ether (50 mL×2). The aqueous layer was made acidic with 3 mol/L hydrochloric acid (... The reactants are C(C)OCC (diethyl ether), CC1=C(C(O)=CC(=C1)C(CC(C)(C)C)=O)O (3-methyl-5-(3,3-dimethylbutanoyl)catechol), ClCCOCCOC1OCCCC1 (2-(2-[2-chloroethoxy]ethoxy)tetrahydropyran), C([O-])([O-])=O.[K+].[K+] (potassium carbonate). Solvent: O (water), CN(C=O)C (dimethylformamide). Conditions: temperature 25 celsius. The product is CC(CC(=O)C=1C=C(C(=C(C1)OCCOCCOC1OCCCC1)OCCOCCOC1OCCCC1)C)(C)C (5-(3,3-Dimethylbutanoyl)-3-methyl-1,2-di(2-[2-(2-tetrahydropyranyloxy)ethoxy]ethoxy)benzene), oil. The yield is 44.0%. As a reaction SMILES: [CH3:1][C:2]1[CH:8]=[C:7]([C:9](=[O:15])[CH2:10][C:11]([CH3:14])([CH3:13])[CH3:12])[CH:6]=[C:4]([OH:5])[C:3]=1[OH:16].Cl[CH2:18][CH2:19][O:20][CH2:21][CH2:22][O:23][CH:24]1[CH2:29][CH2:28][CH2:27][CH2:26][O:25]1.[C:30](=[O:33])([O-])[O-:31].[K+].[K+].[CH2:36]([O:38][CH2:39][CH3:40])[CH3:37]>CN(C)C=O.O>[CH3:14][C:11]([CH3:13])([CH3:12])[CH2:10][C:9]([C:7]1[CH:8]=[C:2]([CH3:1])[C:3]([O:16][CH2:37][CH2:36][O:38][CH2:39][CH2:40][O:31][CH:30]2[CH2:4][CH2:3][CH2:2][CH2:1][O:33]2)=[C:4]([O:5][CH2:18][CH2:19][O:20][CH2:21][CH2:22][O:23][CH:24]2[CH2:29][CH2:28][CH2:27][CH2:26][O:25]2)[CH:6]=1)=[O:15] |f:2.3.4|. Reported procedure: A solution of 3-methyl-5-(3,3-dimethylbutanoyl)catechol (12 g, 0.054 mole), 2-(2-[2-chloroethoxy]ethoxy)tetrahydropyran (24.8 g, 0.119 mole) and potassium carbonate (16.6 g, 0.12 mole) in 100 ml dimethylformamide was stirred under a nitrogen atmosphere at 140° C. for 16 hours. The reaction mixture was cooled to 25° C. and 500 ml diethyl ether and 300 ml water were added. The layers were separated and the organic layer was washed with four 250 ml portions of water and 100 ml brine, dried over anh... Reported procedure: The title compound is prepared from a mixture of (R)-6-fluoro-3-(3-oxiranylmethoxy-phenyl)-benzo[d]isoxazole in dichloroethane, (1S, 2R)-(−)-cis-1-amino-2-indanol, and ethanol, essentially as described above in Example 57. Purity by LC/MS=100%, [M+H]+=435. Product: FC1=CC2=C(C(=NO2)C=2C=C(OCC(CN[C@H]3C(CC4=CC=CC=C34)O)O)C=CC2)C=C1 ((R)-1-{3-[3-(6-fluoro-benzo[d]isoxazol-3-yl)-phenoxy]-2-hydroxy-propylamino}-indan-2-ol). As a reaction SMILES: [F:1][C:2]1[CH:21]=[CH:20][C:5]2[C:6]([C:9]3[CH:14]=[CH:13][CH:12]=[C:11]([O:15][CH2:16][C@H:17]4[CH2:19][O:18]4)[CH:10]=3)=[N:7][O:8][C:4]=2[CH:3]=1.C(O)C.[CH2:25]1[C:33]2[C:28](=[CH:29][CH:30]=[CH:31][CH:32]=2)[C@H:27]([NH2:34])[C@@H:26]1[OH:35]>ClC(Cl)C>[F:1][C:2]1[CH:21]=[CH:20][C:5]2[C:6]([C:9]3[CH:10]=[C:11]([CH:12]=[CH:13][CH:14]=3)[O:15][CH2:16][CH:17]([OH:18])[CH2:19][NH:34][C@@H:27]3[C:28]4[C:33](=[CH:32][CH:31]=[CH:30][CH:29]=4)[CH2:25][CH:26]3[OH:35])=[N:7][O:8][C:4]=2[CH:3]=1. Starting materials: FC1=CC2=C(C(=NO2)C2=CC(=CC=C2)OC[C@@H]2OC2)C=C1 ((R)-6-fluoro-3-(3-oxiranylmethoxy-phenyl)-benzo[d]isoxazole), C(C)O (ethanol), C1[C@H]([C@H](C2=CC=CC=C21)N)O ((1S, 2R)-(−)-cis-1-amino-2-indanol). The solvent is ClC(C)Cl (dichloroethane). Reactants: C1=C(C=CC=2OC3=C(C21)CCCCCC3)N (6,7,8,9,10,11-Hexahydro-benzo[b]-cycloocta[d]furan-2-ylamine), C1(=CC=CC=C1)CC(=O)Cl (phenylacetyl chloride), poly(vinylpyridine). Run in ClC(C)Cl (dichloroethane). Product: C1=C(C=CC=2OC3=C(C21)CCCCCC3)NC(CC3=CC=CC=C3)=O (N-(6,7,8,9,10,11-hexahydrobenzo[b]cycloocta[d]furan-2-yl)-2-phenylacetamide). The yield is 81.5%. As a reaction SMILES: [CH:1]1[C:9]2[C:8]3[CH2:10][CH2:11][CH2:12][CH2:13][CH2:14][CH2:15][C:7]=3[O:6][C:5]=2[CH:4]=[CH:3][C:2]=1[NH2:16].[C:17]1([CH2:23][C:24](Cl)=[O:25])[CH:22]=[CH:21][CH:20]=[CH:19][CH:18]=1>ClC(Cl)C>[CH:1]1[C:9]2[C:8]3[CH2:10][CH2:11][CH2:12][CH2:13][CH2:14][CH2:15][C:7]=3[O:6][C:5]=2[CH:4]=[CH:3][C:2]=1[NH:16][C:24](=[O:25])[CH2:23][C:17]1[CH:22]=[CH:21][CH:20]=[CH:19][CH:18]=1. Reported procedure: Following the procedure of Example 1, 6,7,8,9,10,11-Hexahydro-benzo[b]-cycloocta[d]furan-2-ylamine (0.20 g, 0.92 mmol), phenylacetyl chloride (0.14 mL, 1.0 mmol), and poly(vinylpyridine) (0.5 g) in dichloroethane (12 mL) provided N-(6,7,8,9,10,11-hexahydrobenzo[b]cycloocta[d]furan-2-yl)-2-phenylacetamide (0.25 g). MS (ESI) m/z 334.3 ([M+H]+).